Dataset: the Open Reaction Database (ORD), a public repository of structured organic reaction records. Task: describe an organic reaction: reactants, conditions, products, and yield The reactants are S1C=C(C=C1)CO (thiophen-3-ylmethanol), C—H, O-alkyl, C(C)(=O)Cl (acetyl chloride), C(CCCCCCCCCCC)C1=C(SC=C1)C=1SC=CC1C=1SC=CC1C=1SC=CC1CCCCCCCCCCCC (3,3′″-Didodecylquaterthiophene), 2,2′-Dibromo-3-3′″-didodecyl-quaterthiophene, C1CC(=O)N(C1=O)Br (n-bromosuccinimide), 5,5′-bis(trimethyltin) 2,2′-bithiophene, hydroxymethyl, BrC(CC=1SC=CC1)CCCCCCCCCC (2-bromododecylthiophene). As a reaction SMILES: C(C1C=CSC=1C1SC=CC=1C1SC=CC=1C1SC=CC=1CCCCCCCCCCCC)CCCCCCCCCCC.BrC(CCCCCCCCCC)CC1SC=CC=1.C1C(=O)N(Br)[C:65](=[O:66])[CH2:64]1.[S:71]1[CH:75]=[CH:74][C:73]([CH2:76][OH:77])=[CH:72]1.C(Cl)(=O)C>C(Cl)(Cl)Cl.C(O)(=O)C.CN(C1C=CN=CC=1)C>[C:65]([O:77][CH2:76][C:73]1[CH:74]=[CH:75][S:71][CH:72]=1)(=[O:66])[CH3:64].[S:71]1[CH:75]=[CH:74][C:73]([CH2:76][OH:77])=[CH:72]1 |f:5.6|. Reagents/catalysts: CN(C)C=1C=CN=CC1 (DMAP). The product is C(C)(=O)OCC1=CSC=C1 (Thiophen-3-ylmethyl acetate), desired compound, S1C=C(C=C1)CO (Thien-3-ylmethanol). Run in C(Cl)(Cl)Cl.C(C)(=O)O (chloroform acetic acid). Procedure details: The syntheses of the initial hydroxymethyl polymer and O-alkyl derivatives are outlined in Schemes 1 and 2, respectively. The synthesis of the monomer 3,3′″-Didodecylquaterthiophene was obtained as reported in the literature in 75% yield by Stille coupling of two equivalents of 2-bromododecylthiophene with 5,5′-bis(trimethyltin)-2,2′-bithiophene.72 2,2′-Dibromo-3-3′″-didodecyl-quaterthiophene was then subjected to bromination using two equivalents of n-bromosuccinimide (NBS) in chloroform/acetic... Reactants: C=CC1=CC=CC=C1 (styrene), C1=CC=CC2=CC3=CC=CC=C3C=C12 (anthracene), C(C)C1=CC=CC=C1 (ethylbenzene). The solvent is C=1(C(=CC=CC1)C)C (xylene). The product is C1=CC=CC2=CC3=CC=CC=C3C=C12 (anthracene), C=CC1=CC=CC=C1.C1=CC=CC2=CC3=CC=CC=C3C=C12 (styrene anthracene). RXN SMILES: [CH:1]1[C:14]2[C:5](=[CH:6][C:7]3[C:12]([CH:13]=2)=[CH:11][CH:10]=[CH:9][CH:8]=3)[CH:4]=[CH:3][CH:2]=1.[CH2:15]([C:17]1[CH:22]=[CH:21][CH:20]=[CH:19][CH:18]=1)[CH3:16].C=CC1C=CC=CC=1>C1(C)C(C)=CC=CC=1>[CH:4]1[C:5]2[C:14](=[CH:13][C:12]3[C:7]([CH:6]=2)=[CH:8][CH:9]=[CH:10][CH:11]=3)[CH:1]=[CH:2][CH:3]=1.[CH2:16]=[CH:15][C:17]1[CH:22]=[CH:21][CH:20]=[CH:19][CH:18]=1.[CH:4]1[C:5]2[C:14](=[CH:13][C:12]3[C:7]([CH:6]=2)=[CH:8][CH:9]=[CH:10][CH:11]=3)[CH:1]=[CH:2][CH:3]=1 |f:5.6|. Procedure: In an preferred embodiment, the adduct-forming reaction is carried out under a temperature and pressure maintained to keep the feedstock, anthracene and adduct in the liquid state. After adduction, xylene, ethylbenzene, unreacted styrene and similar volatiles are flashed off leaving molten anthracene and styrene-anthracene adduct. The remaining liquid mixture is then heated to pyrolyze the styrene-anthracene adduct and distill off the styrene. The remaining molten anthracene from this pyrolysis ... Reactants: O=C1NC(=NN1)C1=CC=CC(=N1)O[C@@H]1CN(CC1)C(=O)OC(C)(C)C ((S)-tert-butyl 3-((6-(5-oxo-4,5-dihydro-1H-1,2,4-triazol-3-yl)pyridin-2-yl)oxy)pyrrolidine-1-carboxylate), C(=O)(C(F)(F)F)O (TFA). Solvent: C(Cl)Cl (DCM). The product is N1C[C@H](CC1)OC1=CC=CC(=N1)C1=NNC(N1)=O ((S)-3-(6-(pyrrolidin-3-yloxy)pyridin-2-yl)-1H-1,2,4-triazol-5(4H)-one). The yield is 14.0%. Reaction SMILES: [O:1]=[C:2]1[NH:6][N:5]=[C:4]([C:7]2[N:12]=[C:11]([O:13][C@H:14]3[CH2:18][CH2:17][N:16](C(OC(C)(C)C)=O)[CH2:15]3)[CH:10]=[CH:9][CH:8]=2)[NH:3]1.C(O)(C(F)(F)F)=O>C(Cl)Cl>[NH:16]1[CH2:17][CH2:18][C@H:14]([O:13][C:11]2[N:12]=[C:7]([C:4]3[NH:3][C:2](=[O:1])[NH:6][N:5]=3)[CH:8]=[CH:9][CH:10]=2)[CH2:15]1. Procedure details: Crude (S)-tert-butyl 3-((6-(5-oxo-4,5-dihydro-1H-1,2,4-triazol-3-yl)pyridin-2-yl)oxy)pyrrolidine-1-carboxylate was treated with DCM (4 mL) and TFA (2 mL) for 2 hours at RT and then concentrated. The crude product was purified by preparative HPLC eluting with a gradient of 1-25% ACN in water (acid mode) to give the title compound (125 mg, 14.0% over 3 steps). Reactants: CC([C@@H](CN1N=C(C=C1)C=1C=NC=CC1)O)(C)C ((2S)-3,3-Dimethyl-1-[3-(3-pyridinyl)-1H-pyrazol-1-yl]-2-butanol), ClC(=O)OC1=CC=C(C=C1)[N+](=O)[O-] (p-nitrophenyl chloroformate). The product is C(O[C@@H](C(C)(C)C)CN1N=C(C=C1)C=1C=NC=CC1)(OC1=CC=C(C=C1)[N+](=O)[O-])=O ((1S)-2,2-Dimethyl-1-{[3-(3-pyridinyl)-1H-pyrazol-1-yl]methyl}propyl 4-nitrophenyl Carbonate). As a reaction SMILES: [CH3:1][C:2]([CH3:18])([CH3:17])[C@H:3]([OH:16])[CH2:4][N:5]1[CH:9]=[CH:8][C:7]([C:10]2[CH:11]=[N:12][CH:13]=[CH:14][CH:15]=2)=[N:6]1.Cl[C:20]([O:22][C:23]1[CH:28]=[CH:27][C:26]([N+:29]([O-:31])=[O:30])=[CH:25][CH:24]=1)=[O:21]>>[C:20](=[O:21])([O:22][C:23]1[CH:24]=[CH:25][C:26]([N+:29]([O-:31])=[O:30])=[CH:27][CH:28]=1)[O:16][C@H:3]([CH2:4][N:5]1[CH:9]=[CH:8][C:7]([C:10]2[CH:11]=[N:12][CH:13]=[CH:14][CH:15]=2)=[N:6]1)[C:2]([CH3:18])([CH3:17])[CH3:1]. Reported procedure: (2S)-3,3-Dimethyl-1-[3-(3-pyridinyl)-1H-pyrazol-1-yl]-2-butanol was treated with p-nitrophenyl chloroformate as previously described in example 1g to provide the title compound as a solid foam. 1H-NMR (DMSO-d6): δ 8.97 (s, 1H), 8.46 (d, J=4 Hz, 1H), 8.13 (d, J=9 Hz, 2H), 8.10 (d, J=8 Hz, 1H), 7.9 (d, J=2 Hz, 1H), 7.38 (dd, J=7 Hz, J=4 Hz, 1H), 7.22 (d, J=9 Hz, 2H), 6.83 (d, J=2 Hz, 1H), 4.90 (d, J=9 Hz, 1H), 4.62 (d, J=14 Hz, 1H), 4.35 (dd, J=14 Hz, J=9 Hz, 1H), 1.03 (s, 9H).